From a dataset of the Open Reaction Database (ORD), a public repository of structured organic reaction records. describe an organic reaction: reactants, conditions, products, and yield Reactants: [Cl-], Cl, CCN(CC)c1ccc2cc([N+](=O)[O-])c(=O)oc2c1, [Na+], [OH-], O, O. Product: CCN(CC)c1ccc2cc(N)c(=O)oc2c1. Reaction SMILES: [Cl-:4].[ClH:1].[N+:5]([O-:6])(=[O:7])[c:8]1[c:9](=[O:23])[o:10][c:11]2[cH:12][c:13]([N:18]([CH2:19][CH3:20])[CH2:21][CH3:22])[cH:14][cH:15][c:16]2[cH:17]1.[Na+:25].[OH-:24].[OH2:2].[OH2:3]>>[NH2:5][c:8]1[c:9](=[O:23])[o:10][c:11]2[cH:12][c:13]([N:18]([CH2:19][CH3:20])[CH2:21][CH3:22])[cH:14][cH:15][c:16]2[cH:17]1. Starting materials: BrC1=CC(=CC(=C1)Cl)Br (1,3-Dibromo-5-chlorobenzene), [NH4+].[OH-] (NH4OH), C(CC(=O)OC)(=O)OC (dimethyl malonate), [H-].[Na+] (Sodium hydride). Reagents/catalysts: [Cu]Br (copper(I) bromide). Run in O1CCOCC1 (1,4-dioxane), C(Cl)Cl (CH2Cl2). Reaction conditions: temperature 0 celsius, time 20 minute. The product is COC(C(C(=O)OC)C1=CC(=CC(=C1)Cl)Br)=O (2-(3-Bromo-5-chloro-phenyl)-malonic acid dimethyl ester). RXN SMILES: Br[C:2]1[CH:7]=[C:6]([Cl:8])[CH:5]=[C:4]([Br:9])[CH:3]=1.[C:10]([O:17][CH3:18])(=[O:16])[CH2:11][C:12]([O:14][CH3:15])=[O:13].[H-].[Na+].[NH4+].[OH-]>O1CCOCC1.[Cu]Br.C(Cl)Cl>[CH3:15][O:14][C:12](=[O:13])[CH:11]([C:2]1[CH:7]=[C:6]([Cl:8])[CH:5]=[C:4]([Br:9])[CH:3]=1)[C:10]([O:17][CH3:18])=[O:16] |f:2.3,4.5|. Reported procedure: 1,3-Dibromo-5-chlorobenzene (25 g, 93 mmol), dimethyl malonate (23.4 mL, 204 mmol), and copper(I) bromide (29.2 g, 204 mmol) were combined in 1,4-dioxane (300 mL) and cooled to 0° C. Sodium hydride (60% in mineral oil; 8.2 g, 204 mmol) was added slowly, and the reaction was stirred at room temperature for 20 minutes, and then stirred at 105° C. for 4 hours. After cooling to room temperature, the mixture was worked-up with CH2Cl2 and aqueous NH4OH. The organic layer was concentrated, and the resi... Starting materials: Cl.FC1=CC(=C(C=C1)C1CCN(CC1)C(=O)C1=NNC2=C1CNCC2)C(F)(F)F ((4-(4-fluoro-2-(trifluoromethyl)phenyl) piperidin-1-yl)(4,5,6,7-tetrahydro-1H-pyrazolo[4,3-c]pyridin-3-yl)methanone hydrochloride), C(C)(C)N(CC)C(C)C (diisopropylethylamine), CS(=O)(=O)Cl (methanesulfonyl chloride). Run in CN(C)C=O (DMF). Conditions: time 16 hour. The product is FC1=CC(=C(C=C1)C1CCN(CC1)C(=O)C1=NNC2=C1CN(CC2)S(=O)(=O)C)C(F)(F)F ((4-(4-fluoro-2-(trifluoromethyl)phenyl)piperidin-1-yl)(5-(methylsulfonyl)-4,5,6,7-tetrahydro-1H-pyrazolo[4,3-c]pyridin-3-yl)methanone). The yield is 9.6%. RXN SMILES: Cl.[F:2][C:3]1[CH:8]=[CH:7][C:6]([CH:9]2[CH2:14][CH2:13][N:12]([C:15]([C:17]3[C:21]4[CH2:22][NH:23][CH2:24][CH2:25][C:20]=4[NH:19][N:18]=3)=[O:16])[CH2:11][CH2:10]2)=[C:5]([C:26]([F:29])([F:28])[F:27])[CH:4]=1.C(N(C(C)C)CC)(C)C.[CH3:39][S:40](Cl)(=[O:42])=[O:41]>CN(C=O)C>[F:2][C:3]1[CH:8]=[CH:7][C:6]([CH:9]2[CH2:14][CH2:13][N:12]([C:15]([C:17]3[C:21]4[CH2:22][N:23]([S:40]([CH3:39])(=[O:42])=[O:41])[CH2:24][CH2:25][C:20]=4[NH:19][N:18]=3)=[O:16])[CH2:11][CH2:10]2)=[C:5]([C:26]([F:29])([F:27])[F:28])[CH:4]=1 |f:0.1|. Procedure details: To a solution of (4-(4-fluoro-2-(trifluoromethyl)phenyl) piperidin-1-yl)(4,5,6,7-tetrahydro-1H-pyrazolo[4,3-c]pyridin-3-yl)methanone hydrochloride (38 mg, 0.088 mmol) and diisopropylethylamine (35 μL, 0.20 mmol) in DMF (2.0 mL) was added methanesulfonyl chloride (9 L, 0.12 mmol). The mixture was stirred for 16 h at ambient temperature. The solvent was removed under reduced pressure and the residue diluted with H2O (10 mL) and extracted with ethyl acetate (3×10 mL). The combined organic extracts ...